Dataset: the Open Reaction Database (ORD), a public repository of structured organic reaction records. Task: describe an organic reaction: reactants, conditions, products, and yield Reactants: CC1(OB(OC1(C)C)C=1C=NNC1)C (4-(4,4,5,5-Tetramethyl[1,3,2]dioxaborolan-2-yl)-1H-pyrazole), C1(=CC=C(C=C1)S(=O)(=O)OC[C@@H]1OC(OC1)(C)C)C ((R)-(−)-(2,2-Dimethyl-1,3-di oxolan-4-yl)methyl p-toluenesulfonate), CsHCO3. Solvent: CN(C)C=O (DMF). Yields the product CC1(OC[C@@H](O1)CN1N=CC(=C1)B1OC(C(O1)(C)C)(C)C)C (1-{[(4S)-2,2-dimethyl-1,3-dioxolan-4-yl]methyl}-4-(4,4,5,5-tetramethyl-1,3,2-dioxaborolan-2-yl)-1H-pyrazole). RXN SMILES: [CH3:1][C:2]1([CH3:14])[C:6]([CH3:8])([CH3:7])[O:5][B:4]([C:9]2[CH:10]=[N:11][NH:12][CH:13]=2)[O:3]1.C1(C)C=CC(S(O[CH2:25][C@H:26]2[CH2:30][O:29][C:28]([CH3:32])([CH3:31])[O:27]2)(=O)=O)=CC=1>CN(C=O)C>[CH3:31][C:28]1([CH3:32])[O:27][C@@H:26]([CH2:25][N:12]2[CH:13]=[C:9]([B:4]3[O:5][C:6]([CH3:7])([CH3:8])[C:2]([CH3:14])([CH3:1])[O:3]3)[CH:10]=[N:11]2)[CH2:30][O:29]1. Procedure details: A solution of 4-(4,4,5,5-Tetramethyl[1,3,2]dioxaborolan-2-yl)-1H-pyrazole (9.24 g, 47.6 mmol), (R)-(−)-(2,2-Dimethyl-1,3-di oxolan-4-yl)methyl p-toluenesulfonate (15.00 g, 52.38 mmol) and CsHCO3 (23.3 g, 71.4 mmol) in anhydrous DMF (236 mL) was heated to 100° C. for 16 h. The reaction mixture was cooled to rt and partitioned between EtOAc and H2O. The aqueous layer was re-extracted with EtOAc (3×) and the combined organic fractions were washed with H2O (2×) and brine (2×), dried over Na2SO4, fil... The reactants are CCO, Clc1nc(Cl)c(-c2ccccc2)c(-c2ccccc2)n1, NN, O. Yields the product NNc1nc(Cl)nc(-c2ccccc2)c1-c1ccccc1. As a reaction SMILES: [CH3:24][CH2:25][OH:26].[Cl:1][c:2]1[n:3][c:4](-[c:15]2[cH:16][cH:17][cH:18][cH:19][cH:20]2)[c:5](-[c:9]2[cH:10][cH:11][cH:12][cH:13][cH:14]2)[c:6]([Cl:8])[n:7]1.[NH2:22][NH2:23].[OH2:21]>>[Cl:1][c:2]1[n:3][c:4](-[c:15]2[cH:16][cH:17][cH:18][cH:19][cH:20]2)[c:5](-[c:9]2[cH:10][cH:11][cH:12][cH:13][cH:14]2)[c:6]([NH:22][NH2:23])[n:7]1. Reactants: ClC=1N=C(C2=C(N1)N(C=C2)CC2=C(C=CC=C2)F)C=2OC=CC2 (2-chloro-7-(2-fluorobenzyl)4(2-furyl)-7H-pyrrolo[2,3-d]pyrimidine), C(C1=CC(OC)=C(OC)C=C1)N (veratrylamine). Solvent: CN1C(CCC1)=O (N-methylpyrrolidone). Run at temperature 100 celsius. Yields the product COC=1C=C(CNC=2N=C(C3=C(N2)N(C=C3)CC3=C(C=CC=C3)F)C=3OC=CC3)C=CC1OC (N-(3,4-dimethoxybenzyl)-7-(2-fluorobenzyl)-4-(2-furyl)-7H-pyrrolo[2,3-d]pyrimidine-2-amine). Yield: 88.4%. As a reaction SMILES: Cl[C:2]1[N:3]=[C:4]([C:19]2[O:20][CH:21]=[CH:22][CH:23]=2)[C:5]2[CH:10]=[CH:9][N:8]([CH2:11][C:12]3[CH:17]=[CH:16][CH:15]=[CH:14][C:13]=3[F:18])[C:6]=2[N:7]=1.[CH2:24]([NH2:35])[C:25]1[CH:34]=[CH:33][C:30]([O:31][CH3:32])=[C:27]([O:28][CH3:29])[CH:26]=1>CN1CCCC1=O>[CH3:29][O:28][C:27]1[CH:26]=[C:25]([CH:34]=[CH:33][C:30]=1[O:31][CH3:32])[CH2:24][NH:35][C:2]1[N:3]=[C:4]([C:19]2[O:20][CH:21]=[CH:22][CH:23]=2)[C:5]2[CH:10]=[CH:9][N:8]([CH2:11][C:12]3[CH:17]=[CH:16][CH:15]=[CH:14][C:13]=3[F:18])[C:6]=2[N:7]=1. Reported procedure: A solution of 2-chloro-7-(2-fluorobenzyl)4(2-furyl)-7H-pyrrolo[2,3-d]pyrimidine (254 mg, 0.78 mmol) in N-methylpyrrolidone (2 mL) was treated with veratrylamine (0.25 mL, 1.66 mmol), heated to 100° C. for 16 h and purified by chromatography (Heptane:EtOAc, 4:1) to give the title compound (316 mg, 88%) as a cream solid. Reactants: NCCCN1CC(CC1)C#N (1-(3-Aminopropyl)-3-pyrrolidinecarbonitrile), BrCCCN1C(C=2C(C1=O)=CC=CC2)=O (N-(3-bromopropyl)phthalimide), C(=O)([O-])[O-].[K+].[K+] (K2CO3). Solvent: CN(C)C=O (DMF). Reaction conditions: temperature 100 celsius, time 1.5 hour. Product: O=C1N(C(C2=CC=CC=C12)=O)CCCN1CC(CC1)C#N (1-[3-(1,3-Dioxo-1,3-dihydro-2H-isoindol-2-yl)propyl]-3-pyrrolidinecarbonitrile). Isolated yield 46.2%. As a reaction SMILES: [NH2:1][CH2:2][CH2:3][CH2:4][N:5]1[CH2:9][CH2:8][CH:7]([C:10]#[N:11])[CH2:6]1.BrCCCN1[C:20](=[O:21])[C:19]2=[CH:22][CH:23]=[CH:24][CH:25]=[C:18]2[C:17]1=[O:26].C([O-])([O-])=O.[K+].[K+]>CN(C=O)C>[O:21]=[C:20]1[C:19]2[C:18](=[CH:25][CH:24]=[CH:23][CH:22]=2)[C:17](=[O:26])[N:1]1[CH2:2][CH2:3][CH2:4][N:5]1[CH2:9][CH2:8][CH:7]([C:10]#[N:11])[CH2:6]1 |f:2.3.4|. Reported procedure: A suspension of 3-pyrrolidinecarbonitrile (302) (Swidinsky, J., et al., J. Pharm. Sci. 1967, 56, 192-196) (4.5 g, 15.6 mmol), N-(3-bromopropyl)phthalimide (3.48 g, 13.0 mmol), and K2CO3 (2.16 g, 15.6 mmol) in DMF (20 mL) was stirred at 100° C. for 1.5 h. The solution was cooled, the solvent evaporated and the residue partitioned between water (50 mL) and EtOAc (50 mL). The organic fraction was extracted with 1 M HCl (2×50 mL) and the acidic fraction washed with Et2O (2×20 mL). The acidic fractio...